This data is from the Open Reaction Database (ORD), a public repository of structured organic reaction records. The task is: describe an organic reaction: reactants, conditions, products, and yield Reactants: Cl.N1=C(C=CC=C1)N(C(=O)C1=CC2=C(N(C(=N2)CNC2=CC=C(C=C2)C(N)=N)C)C=C1)CCC(=O)OC (1-methyl-2-[N-(4-amidinophenyl)aminomethyl]benzimidazol-5-yl-carboxylic acid-N-(2-pyridyl)-N-(2-methoxycarbonylethyl)amide hydrochloride), ClC(=O)OCCCCCCC (n-heptyl chloroformate), C34H41N7O5. Run in ClCCl.CO (dichloromethane methanol). The product is N1=C(C=CC=C1)N(C(=O)C1=CC2=C(N(C(=N2)CNC2=CC=C(C=C2)C(NC(=O)OCCCCCCC)=N)C)C=C1)CCC(=O)OC (1-Methyl-2-[N-[4-(N-n-heptyloxycarbonylamidino)phenyl]aminomethyl]benzimidazol-5-yl-carboxylic acid-N-(2-pyridyl)-N-(2-methoxycarbonylethyl)amide). The yield is 21.0%. RXN SMILES: Cl.[N:2]1[CH:7]=[CH:6][CH:5]=[CH:4][C:3]=1[N:8]([CH2:32][CH2:33][C:34]([O:36][CH3:37])=[O:35])[C:9]([C:11]1[CH:31]=[CH:30][C:14]2[N:15]([CH3:29])[C:16]([CH2:18][NH:19][C:20]3[CH:25]=[CH:24][C:23]([C:26](=[NH:28])[NH2:27])=[CH:22][CH:21]=3)=[N:17][C:13]=2[CH:12]=1)=[O:10].Cl[C:39]([O:41][CH2:42][CH2:43][CH2:44][CH2:45][CH2:46][CH2:47][CH3:48])=[O:40]>ClCCl.CO>[N:2]1[CH:7]=[CH:6][CH:5]=[CH:4][C:3]=1[N:8]([CH2:32][CH2:33][C:34]([O:36][CH3:37])=[O:35])[C:9]([C:11]1[CH:31]=[CH:30][C:14]2[N:15]([CH3:29])[C:16]([CH2:18][NH:19][C:20]3[CH:25]=[CH:24][C:23]([C:26](=[NH:27])[NH:28][C:39]([O:41][CH2:42][CH2:43][CH2:44][CH2:45][CH2:46][CH2:47][CH3:48])=[O:40])=[CH:22][CH:21]=3)=[N:17][C:13]=2[CH:12]=1)=[O:10] |f:0.1,3.4|. Procedure: Prepared analogously to Example 90 from 1-methyl-2-[N-(4-amidinophenyl)aminomethyl]benzimidazol-5-yl-carboxylic acid-N-(2-pyridyl)-N-(2-methoxycarbonylethyl)amide hydrochloride and n-heptyl chloroformate. Yield: 21% of theory, C34H41N7O5 (627.8); Rf value: 0.60 (silica gel; dichloromethane/methanol=9:1); EKA mass spectrum: (M+H)+=628; (M+H+Na)++=325.7; (M+2H)++=314.7. Reactants: C(C)(=O)OCC (ethyl acetate), BrC1=CC=C(C=C1)O (4-bromophenol), BrCCCCCCBr (1,6-dibromohexane), C([O-])([O-])=O.[K+].[K+] (potassium carbonate). Solvent: CN(C=O)C (N,N-dimethylformamide). Run at temperature 60 celsius, time 4 hour. Yields the product BrC1=CC=C(C=C1)OCCCCCCBr (1-bromo-4-(6-bromohexyloxy)benzene). Yield: 80.4%. As a reaction SMILES: [Br:1][C:2]1[CH:7]=[CH:6][C:5]([OH:8])=[CH:4][CH:3]=1.[Br:9][CH2:10][CH2:11][CH2:12][CH2:13][CH2:14][CH2:15]Br.C(=O)([O-])[O-].[K+].[K+].C(OCC)(=O)C>CN(C)C=O>[Br:1][C:2]1[CH:7]=[CH:6][C:5]([O:8][CH2:15][CH2:14][CH2:13][CH2:12][CH2:11][CH2:10][Br:9])=[CH:4][CH:3]=1 |f:2.3.4|. Procedure: A mixture of 4-bromophenol (10 g), 1,6-dibromohexane (49.4 g) and potassium carbonate (9.59 g) in N,N-dimethylformamide (50 ml) was stirred for 4 hours at 60° C. (bath temp.), and then cooled to ambient temperature. To the reaction mixture was added ethyl acetate (200 ml), and the mixture was washed with water (200 ml×2) and brine. The organic layer was dried over magnesium sulfate. Magnesium sulfate was filtered off, and the filtrate was evaporated under reduced pressure to give a crude product...